Dataset: the Open Reaction Database (ORD), a public repository of structured organic reaction records. Task: describe an organic reaction: reactants, conditions, products, and yield Starting materials: C1CCNCC1, CCCc1nc(C)cc(=O)n1CCOc1ccc(C=O)cc1, Cc1ccccc1, O, O=C(O)c1ccccc1, O=C1CSC(=O)N1. Product: CCCc1nc(C)cc(=O)n1CCOc1ccc(C=C2SC(=O)NC2=O)cc1. Reaction SMILES: [CH2:39]1[CH2:40][CH2:41][NH:42][CH2:43][CH2:44]1.[CH3:1][c:2]1[n:3][c:4]([CH2:20][CH2:21][CH3:22])[n:5]([CH2:9][CH2:10][O:11][c:12]2[cH:13][cH:14][c:15]([CH:16]=[O:17])[cH:18][cH:19]2)[c:6](=[O:8])[cH:7]1.[CH3:45][c:46]1[cH:47][cH:48][cH:49][cH:50][cH:51]1.[OH2:52].[OH:30][C:31]([c:32]1[cH:33][cH:34][cH:35][cH:36][cH:37]1)=[O:38].[S:23]1[C:24](=[O:29])[NH:25][C:26](=[O:28])[CH2:27]1>>[CH3:1][c:2]1[n:3][c:4]([CH2:20][CH2:21][CH3:22])[n:5]([CH2:9][CH2:10][O:11][c:12]2[cH:13][cH:14][c:15]([CH:16]=[C:27]3[S:23][C:24](=[O:29])[NH:25][C:26]3=[O:28])[cH:18][cH:19]2)[c:6](=[O:8])[cH:7]1. Reactants: S(O)(O)(=O)=O (sulfuric acid), FC1=C(C(=O)O)C=CC(=C1)O (2-fluoro-4-hydroxybenzoic acid), OC1=CC=2C(C3=CC(=CC=C3C2C=C1)O)(C)C (2,7-dihydroxy-9,9-dimethylfluorene), B(O)(O)O (boric acid). Solvent: C=1(C(=CC=CC1)C)C (xylene). Yields the product OC1=CC(=C(C(=O)OC2=CC=3C(C4=CC(=CC=C4C3C=C2)OC(C2=C(C=C(C=C2)O)F)=O)(C)C)C=C1)F (2,7-bis(4-hydroxy-2-fluorobenzoyloxy)-9,9-dimethylfluorene). Isolated yield 35.0%. RXN SMILES: S(=O)(=O)(O)O.[F:6][C:7]1[CH:15]=[C:14]([OH:16])[CH:13]=[CH:12][C:8]=1[C:9]([OH:11])=[O:10].O[C:18]1[CH:30]=[CH:29][C:28]2[C:27]3[C:22](=[CH:23][C:24]([OH:31])=[CH:25][CH:26]=3)[C:21]([CH3:33])([CH3:32])[C:20]=2[CH:19]=1.B(O)(O)O>C1(C)C(C)=CC=CC=1>[OH:16][C:14]1[CH:13]=[CH:12][C:8]([C:9]([O:31][C:24]2[CH:25]=[CH:26][C:27]3[C:28]4[C:20](=[CH:19][C:18]([O:10][C:9](=[O:11])[C:8]5[CH:12]=[CH:13][C:14]([OH:16])=[CH:15][C:7]=5[F:6])=[CH:30][CH:29]=4)[C:21]([CH3:32])([CH3:33])[C:22]=3[CH:23]=2)=[O:10])=[C:7]([F:6])[CH:15]=1. Reported procedure: In a nitrogen atmosphere, concentrated sulfuric acid (0.2 mL) was added to a mixture of 2-fluoro-4-hydroxybenzoic acid (13.8 g), 2,7-dihydroxy-9,9-dimethylfluorene (10.0 g), boric acid (0.3 g) and xylene (120 mL), and the mixture was heated under reflux for 6 hours while removing water. A deposited matter was filtered and rinsed with toluene. It was recrystallized from a mixed solvent of ethanol (75 mL) and acetone (75 mL) to provide 2,7-bis(4-hydroxy-2-fluorobenzoyloxy)-9,9-dimethylfluorene (co... Starting materials: BrCC(=O)Br (2-bromoacetyl bromide), NC1CCC2=CC=CC=C12 (rac-1-aminoindane), COC=1C=C(CC2NCCOC3=C2C=C(C(=C3)OC)OC)C=CC1OC (5-(3,4-dimethoxy-benzyl)-7,8-dimethoxy-2,3,4,5-tetrahydro-benzo[f][1,4]oxazepine). Yields the product COC=1C=C(CC2N(CCOC3=C2C=C(C(=C3)OC)OC)CC(=O)NC3CCC2=CC=CC=C32)C=CC1OC (2-[5-(3,4-Dimethoxy-benzyl)-7,8-dimethoxy-2,3-dihydro-5H-benzo[f][1,4]oxazepin-4-yl]-N-indan-1-yl-acetamide). As a reaction SMILES: Br[CH2:2][C:3](Br)=[O:4].[NH2:6][CH:7]1[C:15]2[C:10](=[CH:11][CH:12]=[CH:13][CH:14]=2)[CH2:9][CH2:8]1.[CH3:16][O:17][C:18]1[CH:19]=[C:20]([CH:37]=[CH:38][C:39]=1[O:40][CH3:41])[CH2:21][CH:22]1[C:28]2[CH:29]=[C:30]([O:35][CH3:36])[C:31]([O:33][CH3:34])=[CH:32][C:27]=2[O:26][CH2:25][CH2:24][NH:23]1>>[CH3:16][O:17][C:18]1[CH:19]=[C:20]([CH:37]=[CH:38][C:39]=1[O:40][CH3:41])[CH2:21][CH:22]1[C:28]2[CH:29]=[C:30]([O:35][CH3:36])[C:31]([O:33][CH3:34])=[CH:32][C:27]=2[O:26][CH2:25][CH2:24][N:23]1[CH2:2][C:3]([NH:6][CH:7]1[C:15]2[C:10](=[CH:11][CH:12]=[CH:13][CH:14]=2)[CH2:9][CH2:8]1)=[O:4]. Reported procedure: prepared by reaction of 2-bromoacetyl bromide with rac-1-aminoindane and 5-(3,4-dimethoxy-benzyl)-7,8-dimethoxy-2,3,4,5-tetrahydro-benzo[f][1,4]oxazepine. The reactants are OC=1C=C2C=C(NC2=CC1)C(=O)OCC (ethyl 5-hydroxy-1H-indole-2-carboxylate), BrC1=CC=C(C=C1)CBr (1-bromo-4-(bromomethyl)benzene), C([O-])([O-])=O.[K+].[K+] (potassium carbonate). The solvent is C(C)#N (acetonitrile). The product is BrC1=CC=C(COC=2C=C3C=C(NC3=CC2)C(=O)OCC)C=C1 (ethyl 5-[(4-bromobenzyl)oxy]-1H-indole-2-carboxylate). Yield: 60.9%. As a reaction SMILES: [OH:1][C:2]1[CH:3]=[C:4]2[C:8](=[CH:9][CH:10]=1)[NH:7][C:6]([C:11]([O:13][CH2:14][CH3:15])=[O:12])=[CH:5]2.[Br:16][C:17]1[CH:22]=[CH:21][C:20]([CH2:23]Br)=[CH:19][CH:18]=1.C(=O)([O-])[O-].[K+].[K+]>C(#N)C>[Br:16][C:17]1[CH:22]=[CH:21][C:20]([CH2:23][O:1][C:2]2[CH:3]=[C:4]3[C:8](=[CH:9][CH:10]=2)[NH:7][C:6]([C:11]([O:13][CH2:14][CH3:15])=[O:12])=[CH:5]3)=[CH:19][CH:18]=1 |f:2.3.4|. Reported procedure: A solution of ethyl 5-hydroxy-1H-indole-2-carboxylate (508 mg, 2.48 mmol), 1-bromo-4-(bromomethyl)benzene (681 mg, 2.72 mmol) and potassium carbonate (684 mg, 4.95 mmol) in acetonitrile (12 ml) was stirred at 80° C. for 3 hours. The solvent was distilled off under reduced pressure, ethyl acetate was added to the resulting oil, the mixture was washed with an aqueous saturated sodium chloride solution, and dried over anhydrous sodium sulfate. After the solvent was concentrated under reduced pressu... RXN SMILES: C[O:2][C:3](=[O:16])[C:4]([NH2:15])([CH3:14])[CH2:5][C:6]([N:8]1[CH2:13][CH2:12][O:11][CH2:10][CH2:9]1)=[O:7]>CO>[N:8]1([C:6]([CH2:5][C:4]([NH2:15])([CH3:14])[C:3]([OH:16])=[O:2])=[O:7])[CH2:13][CH2:12][O:11][CH2:10][CH2:9]1. The product is N1(CCOCC1)C(=O)CC(C(=O)O)(C)N (morpholine carbonyl 2-aminoisobutyric acid). Run in CO (methanol). Run at time 8 hour. Reported procedure: Conversion to the acid. Morpholine carbonyl-2-aminoisobutyric methyl ester (5.65 mmol) is dissolved in 60 ml of methanol containing 6 ml (1 N) sodium hydroxide and is stirred under argon overnight. The reaction is then concentrated, diluted with ethyl acetate and extracted with water (50 ml) containing 7 ml 1 N sodium hydroxide. The water is neutralized and extracted with ethyl acetate, and is then dried (Na2SO4) and concentrated to give a white solid, m.p. 162°-166° C. Reactants: COC(C(CC(=O)N1CCOCC1)(C)N)=O (Morpholine carbonyl-2-aminoisobutyric methyl ester). Reactants: CCN(C(C)C)C(C)C, CC1(C)OC(=C2C(=O)Nc3cc(F)ccc32)C=C1c1ccc(C(=O)O)cc1, CN(C)C=O, O, OC1CCNCC1. Yields the product CC1(C)OC(=C2C(=O)Nc3cc(F)ccc32)C=C1c1ccc(C(=O)N2CCC(O)CC2)cc1. Reaction SMILES: [CH:35]([N:36]([CH:37]([CH3:38])[CH3:39])[CH2:40][CH3:41])([CH3:42])[CH3:43].[F:1][c:2]1[cH:3][cH:4][c:5]2[c:9]([cH:10]1)[NH:8][C:7](=[O:11])[C:6]2=[C:12]1[CH:13]=[C:14]([c:19]2[cH:20][cH:21][c:22]([C:23](=[O:24])[OH:25])[cH:26][cH:27]2)[C:15]([CH3:17])([CH3:18])[O:16]1.[O:45]=[CH:46][N:47]([CH3:48])[CH3:49].[OH2:44].[OH:28][CH:29]1[CH2:30][CH2:31][NH:32][CH2:33][CH2:34]1>>[F:1][c:2]1[cH:3][cH:4][c:5]2[c:9]([cH:10]1)[NH:8][C:7](=[O:11])[C:6]2=[C:12]1[CH:13]=[C:14]([c:19]2[cH:20][cH:21][c:22]([C:23](=[O:25])[N:32]3[CH2:31][CH2:30][CH:29]([OH:28])[CH2:34][CH2:33]3)[cH:26][cH:27]2)[C:15]([CH3:17])([CH3:18])[O:16]1. RXN SMILES: O[C:2]1[CH:7]=[C:6]([CH3:8])[N:5]=[C:4]([C:9]2[CH:14]=[CH:13][C:12]([O:15][CH3:16])=[CH:11][CH:10]=2)[N:3]=1.N.P(Cl)(Cl)([Cl:20])=O>>[Cl:20][C:2]1[CH:7]=[C:6]([CH3:8])[N:5]=[C:4]([C:9]2[CH:14]=[CH:13][C:12]([O:15][CH3:16])=[CH:11][CH:10]=2)[N:3]=1. Run at time 30 minute. The reactants are OC1=NC(=NC(=C1)C)C1=CC=C(C=C1)OC (4-hydroxy-2-(4-methoxyphenyl)-6-methylpyrimidine), P(=O)(Cl)(Cl)Cl (phosphorus oxychloride), example 1 ( 3 ), N (ammonia). Procedure details: 6.5 g of 4-hydroxy-2-(4-methoxyphenyl)-6-methylpyrimidine prepared in reference example 1 (3) was added to 30 ml of phosphorus oxychloride, and the mixture was refluxed with stirring for 30 minutes. The reaction mixture was cooled and poured into diluted ammonia solution and the precipitated crystals were filtered off. The crystals were dissolved in chloroform. After the chloroform layer was washed twice with water, it was dried with anhydrous magnesium sulfate and was evaporated in vacuo. The r... The product is ClC1=NC(=NC(=C1)C)C1=CC=C(C=C1)OC (4-chloro-2-(4-methoxyphenyl)-6-methylpyrimidine).